This data is from the Open Reaction Database (ORD), a public repository of structured organic reaction records. The task is: describe an organic reaction: reactants, conditions, products, and yield The reactants are C(CCCC)C1=CC=C(C=C1)C1=CC=C(C=C1)CC(=O)O (4'-pentylbiphenyl-4-ylacetic acid), O=S(Cl)Cl (SOCl2), [Cl-] (chloride), N (NH3). Run in C1(=CC=CC=C1)C (toluene), O (water). Run at time 6 hour. Product: C(CCCC)C1=CC=C(C=C1)C1=CC=C(C=C1)CC#N (4'-pentylbiphenyl-4-ylacetonitrile). RXN SMILES: [CH2:1]([C:6]1[CH:11]=[CH:10][C:9]([C:12]2[CH:17]=[CH:16][C:15]([CH2:18][C:19](O)=O)=[CH:14][CH:13]=2)=[CH:8][CH:7]=1)[CH2:2][CH2:3][CH2:4][CH3:5].O=S(Cl)Cl.[Cl-].[NH3:27]>C1(C)C=CC=CC=1.O>[CH2:1]([C:6]1[CH:11]=[CH:10][C:9]([C:12]2[CH:17]=[CH:16][C:15]([CH2:18][C:19]#[N:27])=[CH:14][CH:13]=2)=[CH:8][CH:7]=1)[CH2:2][CH2:3][CH2:4][CH3:5]. Procedure: 180 g of SOCl2 was added to a suspension of 281 g of 4'-pentylbiphenyl-4-ylacetamide [m.p. 185°; obtained by reaction of 4-acetyl-4'-pentylbiphenyl with morpholine/sulfur and subsequent hydrolysis to give 4'-pentylbiphenyl-4-ylacetic acid (m.p. 160°), reaction with SOCl2 to give the chloride and reaction with NH3 ] in 1 l of toluene at 80°. After stirring at 80° for 6 hours, cooling down and pouring into water, 4'-pentylbiphenyl-4-ylacetonitrile was obtained, m.p. 80°, c.p. -10°. Reactants: hydrochloric acid ice water, O(C1=CC=CC=C1)C=1C=C(CBr)C=CC1 (3-phenoxybenzyl bromide), ClC1=CC=C(C=C1)C(CO)C(F)(F)F (2-(4-chlorophenyl)3,3,3-trifluoropropanol), [OH-].[Na+] (sodium hydroxide). Reagents/catalysts: [Cl-].C(C1=CC=CC=C1)[N+](CC)(CC)CC (benzyltriethylammonium chloride). Run in C1(=CC=CC=C1)C (toluene), C1(=CC=CC=C1)C (toluene). Reaction conditions: time 14 hour. Yields the product O(C1=CC=CC=C1)C=1C=C(COCC(C(F)(F)F)C2=CC=C(C=C2)Cl)C=CC1 (2-(4-chlorophenyl)-3,3,3-trifluoropropyl 3-phenoxybenzyl ether). Isolated yield 82.6%. As a reaction SMILES: [O:1]([C:8]1[CH:9]=[C:10]([CH:13]=[CH:14][CH:15]=1)[CH2:11]Br)[C:2]1[CH:7]=[CH:6][CH:5]=[CH:4][CH:3]=1.[Cl:16][C:17]1[CH:22]=[CH:21][C:20]([CH:23]([C:26]([F:29])([F:28])[F:27])[CH2:24][OH:25])=[CH:19][CH:18]=1.[OH-].[Na+]>C1(C)C=CC=CC=1.[Cl-].C([N+](CC)(CC)CC)C1C=CC=CC=1>[O:1]([C:8]1[CH:9]=[C:10]([CH:13]=[CH:14][CH:15]=1)[CH2:11][O:25][CH2:24][CH:23]([C:20]1[CH:19]=[CH:18][C:17]([Cl:16])=[CH:22][CH:21]=1)[C:26]([F:27])([F:28])[F:29])[C:2]1[CH:7]=[CH:6][CH:5]=[CH:4][CH:3]=1 |f:2.3,5.6|. Procedure: Under a nitrogen atmosphere, a solution of 12.58 g of 3-phenoxybenzyl bromide and 10.74 g of 2-(4-chlorophenyl)3,3,3-trifluoropropanol in 30 ml of toluene was slowly added to the mixture of 1.00 g of benzyltriethylammonium chloride, 12.76 g of 45% aqueous sodium hydroxide solution and 15 ml of toluene with ice-cooling. The reaction solution was stirred at room temperature for 14 hours. Thereafter, the reaction solution was poured into dilute hydrochloric acid-ice water and extracted with toluene...